Dataset: the Open Reaction Database (ORD), a public repository of structured organic reaction records. Task: describe an organic reaction: reactants, conditions, products, and yield Starting materials: C(C1=CC=CC=C1)OC1=C(C=CC(=C1)OCC1=CC=CC=C1)C1=C(C2=C(N1)C=C(S2)C(=O)OC)C2CCCCC2 (methyl 5-(2,4-bisbenzyloxyphenyl)-6-cyclohexyl-4H-thieno[3,2-b]pyrrole-2-carboxylate), [H-].[Na+] (sodium hydride), C(C)(=O)OCC (Ethyl acetate), BrCCOCC1=CC=CC=C1 ((2-Bromoethoxymethyl)benzene). The solvent is CN(C=O)C (N,N-dimethylformamide). Run at time 4 hour. Yields the product C(C1=CC=CC=C1)OCCN1C2=C(C(=C1C1=C(C=C(C=C1)OCC1=CC=CC=C1)OCC1=CC=CC=C1)C1CCCCC1)SC(=C2)C(=O)OC (methyl 4-(2-benzyloxyethyl)-5-(2,4-bisbenzyloxyphenyl)-6-cyclohexyl-4H-thieno[3,2-b]pyrrole-2-carboxylate). Isolated yield 86.9%. RXN SMILES: [CH2:1]([O:8][C:9]1[CH:14]=[C:13]([O:15][CH2:16][C:17]2[CH:22]=[CH:21][CH:20]=[CH:19][CH:18]=2)[CH:12]=[CH:11][C:10]=1[C:23]1[NH:27][C:26]2[CH:28]=[C:29]([C:31]([O:33][CH3:34])=[O:32])[S:30][C:25]=2[C:24]=1[CH:35]1[CH2:40][CH2:39][CH2:38][CH2:37][CH2:36]1)[C:2]1[CH:7]=[CH:6][CH:5]=[CH:4][CH:3]=1.[H-].[Na+].Br[CH2:44][CH2:45][O:46][CH2:47][C:48]1[CH:53]=[CH:52][CH:51]=[CH:50][CH:49]=1.C(OCC)(=O)C>CN(C)C=O>[CH2:47]([O:46][CH2:45][CH2:44][N:27]1[C:23]([C:10]2[CH:11]=[CH:12][C:13]([O:15][CH2:16][C:17]3[CH:22]=[CH:21][CH:20]=[CH:19][CH:18]=3)=[CH:14][C:9]=2[O:8][CH2:1][C:2]2[CH:7]=[CH:6][CH:5]=[CH:4][CH:3]=2)=[C:24]([CH:35]2[CH2:40][CH2:39][CH2:38][CH2:37][CH2:36]2)[C:25]2[S:30][C:29]([C:31]([O:33][CH3:34])=[O:32])=[CH:28][C:26]1=2)[C:48]1[CH:53]=[CH:52][CH:51]=[CH:50][CH:49]=1 |f:1.2|. Procedure details: To a solution of methyl 5-(2,4-bisbenzyloxyphenyl)-6-cyclohexyl-4H-thieno[3,2-b]pyrrole-2-carboxylate (1.12 g, 2.03 mmol) in N,N-dimethylformamide (10 ml) was added sodium hydride (60% in oil, 97 mg, 2.43 mmol) under ice-cooling and the mixture was stirred for 10 min. (2-Bromoethoxymethyl)benzene (0.53 ml, 3.24 mmol) was added and the mixture was stirred at room temperature for 4 hr. Ethyl acetate (25 ml) was added to the reaction mixture, and the organic layer was washed successively with water...